Task: describe an organic reaction: reactants, conditions, products, and yield. Dataset: the Open Reaction Database (ORD), a public repository of structured organic reaction records Starting materials: C(C1=CC=CC=C1)NC1=CC=C(C=C1)[N+](=O)[O-] (4-benzylamino-nitrobenzene), BrCC(=O)Cl (bromoacetyl chloride). The product is BrCC(=O)N(C1=CC=C(C=C1)[N+](=O)[O-])CC1=CC=CC=C1 (N-bromoacetyl-N-benzyl-4-nitro-aniline). Reaction SMILES: [CH2:1]([NH:8][C:9]1[CH:14]=[CH:13][C:12]([N+:15]([O-:17])=[O:16])=[CH:11][CH:10]=1)[C:2]1[CH:7]=[CH:6][CH:5]=[CH:4][CH:3]=1.[Br:18][CH2:19][C:20](Cl)=[O:21]>>[Br:18][CH2:19][C:20]([N:8]([CH2:1][C:2]1[CH:3]=[CH:4][CH:5]=[CH:6][CH:7]=1)[C:9]1[CH:14]=[CH:13][C:12]([N+:15]([O-:17])=[O:16])=[CH:11][CH:10]=1)=[O:21]. Procedure details: Prepared from 4-benzylamino-nitrobenzene and bromoacetyl chloride Starting materials: FC1=C(C(=CC=C1)F)C=1OCC(N1)(C)C (2-(2,6-difluorophenyl)-4,4-dimethyl-2-oxazoline), [H-].[Na+] (NaH), 1d, CC(C)(C)S (2-methyl-2-propanethiol), 1d. Run in C1CCOC1 (THF). Product: FC1=C(C(=CC=C1)SC(C)(C)C)C=1OCC(N1)(C)C (2-[2-fluoro-6-(1,1-dimethylethylthio)phenyl]-4,4-dimethyl-2-oxazoline). Yield: 82.9%. As a reaction SMILES: [CH3:1][C:2]([SH:5])([CH3:4])[CH3:3].[F:6][C:7]1[CH:12]=[CH:11][CH:10]=[C:9](F)[C:8]=1[C:14]1[O:15][CH2:16][C:17]([CH3:20])([CH3:19])[N:18]=1.[H-].[Na+]>C1COCC1>[F:6][C:7]1[CH:12]=[CH:11][CH:10]=[C:9]([S:5][C:2]([CH3:4])([CH3:3])[CH3:1])[C:8]=1[C:14]1[O:15][CH2:16][C:17]([CH3:20])([CH3:19])[N:18]=1 |f:2.3|. Procedure details: A mixture of 2-methyl-2-propanethiol (2.7 g, 30 mmol), the compound of example g (3.17 g, 15 mmol), and NaH (0.79 g, 33 mmol) in THF (100 mL) was stirred at RT for 1d, then at reflux for 1d. This was then quenched with sat aq NaHCO3 (50 mL) and extracted with EtOAc (3×50 mL). The combined organic extracts were dried (MgSO4), concentrated, and purified by HPLC with 1:4 EtOAc/hexanes to afford 3.5 g of 2-[2-fluoro-6-(1,1-dimethylethylthio)phenyl]-4,4-dimethyl-2-oxazoline as a yellow oil, an 83% yi... Reactants: C(C)O (ethanol), C([O-])([O-])=O.[K+].[K+] (potassium carbonate), BrC1=C2C(=NC=C1)N(C=C2)COCC[Si](C)(C)C (4-Bromo-1-[2-(trimethylsilyl)ethoxy]methyl-1H-pyrrolo[2,3-b]pyridine), C1=C(C=CC2=CC=CC=C12)CN1N=CC(=C1)B1OC(C(O1)(C)C)(C)C (1-(2-naphthylmethyl)-4-(4,4,5,5-tetramethyl-1,3,2-dioxaborolan-2-yl)-1H-pyrazole), C1(=CC=CC=C1)C (toluene). The reagents and catalysts are C=1C=CC(=CC1)[P](C=2C=CC=CC2)(C=3C=CC=CC3)[Pd]([P](C=4C=CC=CC4)(C=5C=CC=CC5)C=6C=CC=CC6)([P](C=7C=CC=CC7)(C=8C=CC=CC8)C=9C=CC=CC9)[P](C=1C=CC=CC1)(C=1C=CC=CC1)C=1C=CC=CC1 (tetrakis(triphenylphosphine)palladium(0)). Reaction conditions: temperature 120 celsius. The product is C1=C(C=CC2=CC=CC=C12)CN1N=CC(=C1)C1=C2C(=NC=C1)N(C=C2)COCC[Si](C)(C)C (4-[1-(2-naphthylmethyl)-1H-pyrazol-4-yl]-1-[2-(trimethylsilyl)ethoxy]methyl-1H-pyrrolo[2,3-b]pyridine). Yield: 88.0%. RXN SMILES: Br[C:2]1[CH:7]=[CH:6][N:5]=[C:4]2[N:8]([CH2:11][O:12][CH2:13][CH2:14][Si:15]([CH3:18])([CH3:17])[CH3:16])[CH:9]=[CH:10][C:3]=12.[CH:19]1[C:28]2[C:23](=[CH:24][CH:25]=[CH:26][CH:27]=2)[CH:22]=[CH:21][C:20]=1[CH2:29][N:30]1[CH:34]=[C:33](B2OC(C)(C)C(C)(C)O2)[CH:32]=[N:31]1.C1(C)C=CC=CC=1.C(O)C.C(=O)([O-])[O-].[K+].[K+]>C1C=CC([P]([Pd]([P](C2C=CC=CC=2)(C2C=CC=CC=2)C2C=CC=CC=2)([P](C2C=CC=CC=2)(C2C=CC=CC=2)C2C=CC=CC=2)[P](C2C=CC=CC=2)(C2C=CC=CC=2)C2C=CC=CC=2)(C2C=CC=CC=2)C2C=CC=CC=2)=CC=1>[CH:19]1[C:28]2[C:23](=[CH:24][CH:25]=[CH:26][CH:27]=2)[CH:22]=[CH:21][C:20]=1[CH2:29][N:30]1[CH:34]=[C:33]([C:2]2[CH:7]=[CH:6][N:5]=[C:4]3[N:8]([CH2:11][O:12][CH2:13][CH2:14][Si:15]([CH3:18])([CH3:17])[CH3:16])[CH:9]=[CH:10][C:3]=23)[CH:32]=[N:31]1 |f:4.5.6,^1:63,65,84,103|. Reported procedure: 4-Bromo-1-[2-(trimethylsilyl)ethoxy]methyl-1H-pyrrolo[2,3-b]pyridine (0.06 g, 0.0002 mol) and 1-(2-naphthylmethyl)-4-(4,4,5,5-tetramethyl-1,3,2-dioxaborolan-2-yl)-1H-pyrazole (0.074 g, 0.00022 mol) were combined in toluene (2.0 mL, 0.019 mol) and ethanol (1.0 mL, 0.017 mol), and then potassium carbonate (0.063 g, 0.00046 mol, in 1 mL water) was added. The reaction mixture was degassed with nitrogen, then tetrakis(triphenylphosphine)palladium(0) (0.02 g, 0.00002 mol) was added, sealed in a tube a... The reactants are Cc1ccccc1, CC1(C)CCOC1(O)C(Cc1ccc(Cl)cc1)n1cncn1, O, Cc1ccc(S(=O)(=O)O)cc1. The product is CC1(C)CCOC1=C(Cc1ccc(Cl)cc1)n1cncn1. Reaction SMILES: [CH3:35][c:36]1[cH:37][cH:38][cH:39][cH:40][cH:41]1.[Cl:1][c:2]1[cH:3][cH:4][c:5]([CH2:8][CH:9]([n:10]2[n:11][cH:12][n:13][cH:14]2)[C:15]2([OH:22])[O:16][CH2:17][CH2:18][C:19]2([CH3:20])[CH3:21])[cH:6][cH:7]1.[OH2:34].[c:23]1([CH3:24])[cH:25][cH:26][c:27]([S:28]([OH:29])(=[O:30])=[O:31])[cH:32][cH:33]1>>[Cl:1][c:2]1[cH:3][cH:4][c:5]([CH2:8][C:9]([n:10]2[n:11][cH:12][n:13][cH:14]2)=[C:15]2[O:16][CH2:17][CH2:18][C:19]2([CH3:20])[CH3:21])[cH:6][cH:7]1. The reactants are CC1(C(O1)CCC(=C)C=C)C (epoxymyrcene), ice water, Cl (HCl), ( a ), CC(=CCCC(=C)C=C)C (myrcene), ( b ). Yields the product CC(C)(CCCC(=C)C=C)O (myrcenol). Reaction SMILES: [CH3:1][C:2]1([CH3:11])[O:4][CH:3]1[CH2:5][CH2:6][C:7]([CH:9]=[CH2:10])=[CH2:8].CC(C)=CCCC(C=C)=C.Cl>>[CH3:11][C:2]([OH:4])([CH2:3][CH2:5][CH2:6][C:7]([CH:9]=[CH2:10])=[CH2:8])[CH3:1]. Procedure details: 76 g. of epoxymyrcene, prepared according to the method described in paragraph (a) by epoxidation of myrcene, were added dropwise between -5° and 0°, with good stirring. Then the mixture was stirred with 200 ml. ice-water and neutralised with diluted HCl. Following the same isolation procedure described in paragraph (b) 1. the sec.-myrcenol was obtained with a comparable yield. Starting materials: FC1=CC=C(C=C1)NC(NC1=CC=C(C=C1)C1=CC=C2CN(C(C2=C1)=O)[C@H](C(=O)O)C(C)C)=O ((S)-2-(6-(4-(3-(4-Fluorophenyl)ureido)phenyl)-1-oxoisoindolin-2-yl)-3-methyl butanoic acid), COC=1C=C(C=CC1)NC(NC1=CC=C(C=C1)C1=CC=C2CN(C(C2=C1)=O)[C@H](C(=O)OC)C(C)C)=O ((S)-Methyl 2-(6-(4-(3-(3-methoxyphenyl)ureido)phenyl)-1-oxoisoindolin-2-yl)-3-methylbutanoate). Yields the product COC=1C=C(C=CC1)NC(NC1=CC=C(C=C1)C1=CC=C2CN(C(C2=C1)=O)[C@H](C(=O)O)C(C)C)=O ((S)-2-(6-(4-(3-(3-Methoxyphenyl)ureido)phenyl)-1-oxoisoindolin-2-yl)-3-methyl butanoic acid). Yield: 96.0%. Reaction SMILES: FC1C=CC(NC(=O)NC2C=CC(C3C=C4C(CN([C@@H](C(C)C)C(O)=O)C4=O)=CC=3)=CC=2)=CC=1.[CH3:35][O:36][C:37]1[CH:38]=[C:39]([NH:43][C:44](=[O:70])[NH:45][C:46]2[CH:51]=[CH:50][C:49]([C:52]3[CH:60]=[C:59]4[C:55]([CH2:56][N:57]([C@@H:62]([CH:67]([CH3:69])[CH3:68])[C:63]([O:65]C)=[O:64])[C:58]4=[O:61])=[CH:54][CH:53]=3)=[CH:48][CH:47]=2)[CH:40]=[CH:41][CH:42]=1>>[CH3:35][O:36][C:37]1[CH:38]=[C:39]([NH:43][C:44](=[O:70])[NH:45][C:46]2[CH:47]=[CH:48][C:49]([C:52]3[CH:60]=[C:59]4[C:55]([CH2:56][N:57]([C@@H:62]([CH:67]([CH3:68])[CH3:69])[C:63]([OH:65])=[O:64])[C:58]4=[O:61])=[CH:54][CH:53]=3)=[CH:50][CH:51]=2)[CH:40]=[CH:41][CH:42]=1. Procedure details: The compound of example 26 was prepared analogous to compound of example 8 by hydrolysis of compound of example 25. Starting materials: BrC=1C(=NC(=NC1S(=O)C)N)C=1OC=CC1 (5-bromo-4-furan-2-yl-6-methanesulfinyl-pyrimidin-2-yl-amine), M{81Br} H+, M{79Br} H+, SCCC1=NC=CC=C1 (2-mercaptoethylpyridine), C1CCC2=NCCCN2CC1 (DBU). The solvent is O1CCOCC1 (dioxane). Yields the product BrC=1C(=NC(=NC1SCCC1=NC=CC=C1)N)C=1OC=CC1 (5-Bromo-4-furan-2-yl-6-(2-pyridin-2-yl-ethylsulfanyl)-pyrimidin-2-yl-amine). RXN SMILES: [Br:1][C:2]1[C:3]([C:12]2[O:13][CH:14]=[CH:15][CH:16]=2)=[N:4][C:5]([NH2:11])=[N:6][C:7]=1[S:8]([CH3:10])=O.SC[CH2:19][C:20]1[CH:25]=[CH:24][CH:23]=[CH:22][N:21]=1.C1CCN2C(=NCCC2)CC1>O1CCOCC1>[Br:1][C:2]1[C:3]([C:12]2[O:13][CH:14]=[CH:15][CH:16]=2)=[N:4][C:5]([NH2:11])=[N:6][C:7]=1[S:8][CH2:10][CH2:19][C:20]1[CH:25]=[CH:24][CH:23]=[CH:22][N:21]=1. Procedure details: From 5-bromo-4-furan-2-yl-6-methanesulfinyl-pyrimidin-2-yl-amine, 2-mercaptoethylpyridine and DBU in dioxane. ES-MS m/e (%): 379 (M{81Br}+H+, 100), 377 (M{79Br}+H+, 95). Starting materials: [BH4-].[Na+] (sodium borohydride), NC1=C2C(=CN=CC2=CC=C1)C=C (5-Amino-4-vinylisoquinoline), O=C1CN(CC1)C(=O)OC(C)(C)C (tert-butyl 3-oxo-1-pyrrolidinecarboxylate), C(O)([O-])=O.[Na+] (sodium hydrogencarbonate). The reagents and catalysts are CC([O-])C.CC([O-])C.CC([O-])C.CC([O-])C.[Ti+4] (titanium tetraisopropoxide). Run in CO (methanol), ClCCl (dichloromethane), C(C)(=O)OCC (ethyl acetate). Reaction conditions: time 19 hour. The product is C(=C)C1=CN=CC2=CC=CC(=C12)NC1CN(CC1)C(=O)OC(C)(C)C (3-(4-Vinyl-5-isoquinolyl)amino-1-(tert-butoxycarbonyl)pyrrolidine). The yield is 64.1%. RXN SMILES: [NH2:1][C:2]1[CH:11]=[CH:10][CH:9]=[C:8]2[C:3]=1[C:4]([CH:12]=[CH2:13])=[CH:5][N:6]=[CH:7]2.O=[C:15]1[CH2:19][CH2:18][N:17]([C:20]([O:22][C:23]([CH3:26])([CH3:25])[CH3:24])=[O:21])[CH2:16]1.[BH4-].[Na+].C(=O)([O-])O.[Na+]>ClCCl.CC(C)[O-].CC(C)[O-].CC(C)[O-].CC(C)[O-].[Ti+4].C(OCC)(=O)C.CO>[CH:12]([C:4]1[C:3]2[C:8](=[CH:9][CH:10]=[CH:11][C:2]=2[NH:1][CH:19]2[CH2:15][CH2:16][N:17]([C:20]([O:22][C:23]([CH3:26])([CH3:25])[CH3:24])=[O:21])[CH2:18]2)[CH:7]=[N:6][CH:5]=1)=[CH2:13] |f:2.3,4.5,7.8.9.10.11|. Procedure: A solution of Intermediate 1 (251 mg), and tert-butyl 3-oxo-1-pyrrolidinecarboxylate (563 mg, AstaTech) in dichloromethane (85 ml) was added with titanium tetraisopropoxide (905 μl, Aldrich) at room temperature, and stirred at room temperature for 19 hours. The reaction mixture was added with methanol (6 ml), and sodium borohydride (249 mg, Kanto Chemicals), and stirred at room temperature for 3.5 hours. The reaction mixture was added with saturated aqueous sodium hydrogencarbonate (20 ml), and ... Starting materials: C1(CCC1)C(=N)N (cyclobutanecarboxamidine), C(/C(/Br)=C(/Br)\C=O)(=O)O (mucobromic acid), solid. The product is BrC=1C(=NC(=NC1)C1CCC1)C(=O)O (5-Bromo-2-cyclobutyl-pyrimidine-4-carboxylic acid). RXN SMILES: [CH:1]1([C:5]([NH2:7])=[NH:6])[CH2:4][CH2:3][CH2:2]1.[C:8]([OH:16])(=[O:15])/[C:9](=[C:11](\[CH:13]=O)/[Br:12])/Br>>[Br:12][C:11]1[C:9]([C:8]([OH:16])=[O:15])=[N:6][C:5]([CH:1]2[CH2:4][CH2:3][CH2:2]2)=[N:7][CH:13]=1. Procedure details: The product was obtained starting from cyclobutanecarboxamidine (200 mg, 1.5 mmol) and mucobromic acid (180 mg, 0.7 mmol) according to the method described in intermediate A-4, step 1 as light brown solid (38 mg, 21%).